Dataset: the Open Reaction Database (ORD), a public repository of structured organic reaction records. Task: describe an organic reaction: reactants, conditions, products, and yield Reaction SMILES: [NH:1]1[CH2:6][CH2:5][CH2:4][CH2:3][CH2:2]1.[C:7]12[C:13](=[CH:14][CH:15]=[CH:16][CH:17]=1)[NH:12]C(=O)O[C:8]2=[O:9]>C1(C)C=CC=CC=1>[NH2:12][C:13]1[CH:14]=[CH:15][CH:16]=[CH:17][C:7]=1[C:8]([N:1]1[CH2:6][CH2:5][CH2:4][CH2:3][CH2:2]1)=[O:9]. Reported procedure: Piperidine (1.63 liter) was added over a period of 30 minutes to a slurry of 2.5 kg isatoic anhydride in 12.5 liters of toluene. The reaction mixture was stirred for 20 minutes and extracted four times with 5 liters of 1.2N hydrochloric acid. The extracts were made basic and the product extracted with 12.5 liters of isopropyl acetate. The organic layer was washed with water and saturated sodium chloride solution and then concentrated to a thick slurry with a volume of 4 liters. The solid product... Yields the product NC1=C(C(=O)N2CCCCC2)C=CC=C1 (1-(2-aminobenzoyl)piperidine). Reaction conditions: time 20 minute. Run in C1(=CC=CC=C1)C (toluene). Reactants: N1CCCCC1 (Piperidine), C1=2C(=O)OC(NC1=CC=CC2)=O (isatoic anhydride). Reactants: Cl.COC([C@@H](N)CC1=CC=CC=C1)=O (L-Phenylalanine methyl ester hydrochloride), CN1CCOCC1 (N-methylmorpholine), C(CCCCCCCCC)(=O)N1C(OC([C@@H]1C)=O)=O ((S)-3-Decanoyl-4-methyl-2,5-oxazolidinedione). Run in O1CCCC1 (tetrahydrofuran). Reaction conditions: time 20 minute. Product: COC([C@@H](NC([C@@H](NC(CCCCCCCCC)=O)C)=O)CC1=CC=CC=C1)=O (N-decanoyl-L-alanyl-L-phenylalanine methyl ester). Yield: 71.4%. RXN SMILES: Cl.[CH3:2][O:3][C:4](=[O:14])[C@H:5]([CH2:7][C:8]1[CH:13]=[CH:12][CH:11]=[CH:10][CH:9]=1)[NH2:6].CN1CCOCC1.[C:22]([N:33]1[C@@H:37]([CH3:38])[C:36](=O)[O:35]C1=O)(=[O:32])[CH2:23][CH2:24][CH2:25][CH2:26][CH2:27][CH2:28][CH2:29][CH2:30][CH3:31]>O1CCCC1>[CH3:2][O:3][C:4](=[O:14])[C@H:5]([CH2:7][C:8]1[CH:13]=[CH:12][CH:11]=[CH:10][CH:9]=1)[NH:6][C:36](=[O:35])[C@H:37]([CH3:38])[NH:33][C:22](=[O:32])[CH2:23][CH2:24][CH2:25][CH2:26][CH2:27][CH2:28][CH2:29][CH2:30][CH3:31] |f:0.1|. Reported procedure: L-Phenylalanine methyl ester hydrochloride (259 mg, 1.2 mmol) was suspended in tetrahydrofuran (6 mL), followed by the addition of N-methylmorpholine (121 mg, 1.2 mmol) at 0° C. The resulting mixture was stirred for 20 minutes. (S)-3-Decanoyl-4-methyl-2,5-oxazolidinedione (N-decanoyl-L-alanine-NCA) (270 mg, 1 mmol) was added as crystals at 0° C., followed by stirring for 5 minutes. The mixture was allowed to rise in temperature to room temperature, at which the mixture was stirred for 30 minutes... Starting materials: Cc1c(C(=O)O)c2cc(OCc3ccccc3)ccc2n1-c1ccccc1, CO, [NH-]Cc1ccc(F)c(F)c1. Yields the product [NH-]Cc1ccc(F)c(F)c1, Cc1c(C(=O)O)c2cc(O)ccc2n1-c1ccccc1. As a reaction SMILES: [CH2:1]([c:2]1[cH:3][cH:4][cH:5][cH:6][cH:7]1)[O:8][c:9]1[cH:10][c:11]2[c:12]([C:25](=[O:26])[OH:27])[c:13]([CH3:24])[n:14](-[c:18]3[cH:19][cH:20][cH:21][cH:22][cH:23]3)[c:15]2[cH:16][cH:17]1.[CH3:38][OH:39].[F:28][c:29]1[cH:30][c:31]([CH2:32][NH-:33])[cH:34][cH:35][c:36]1[F:37]>>[F:28][c:29]1[cH:30][c:31]([CH2:32][NH-:33])[cH:34][cH:35][c:36]1[F:37].[OH:8][c:9]1[cH:10][c:11]2[c:12]([C:25](=[O:26])[OH:27])[c:13]([CH3:24])[n:14](-[c:18]3[cH:19][cH:20][cH:21][cH:22][cH:23]3)[c:15]2[cH:16][cH:17]1. Starting materials: C(C1=CC=CC=C1)(C1=CC=CC=C1)O (benzhydrol), CN1C2CCC1CC(C2)O (tropine), O.C1(=CC=C(C=C1)S(=O)(=O)O)C (p-toluenesulfonic acid monohydrate). Run at time 2 hour. Yields the product C1(=CC=CC=C1)C(OC1CC2CCC(C1)N2C)C2=CC=CC=C2 (3-diphenylmethoxy-8-methyl-8-azabicyclo[3.2.1]octane). Reaction SMILES: [CH:1]([OH:14])([C:8]1[CH:13]=[CH:12][CH:11]=[CH:10][CH:9]=1)[C:2]1[CH:7]=[CH:6][CH:5]=[CH:4][CH:3]=1.[CH3:15][N:16]1[CH:20]2[CH2:21][CH:22](O)[CH2:23][CH:17]1[CH2:18][CH2:19]2.O.C1(C)C=CC(S(O)(=O)=O)=CC=1>>[C:2]1([CH:1]([C:8]2[CH:9]=[CH:10][CH:11]=[CH:12][CH:13]=2)[O:14][CH:22]2[CH2:21][CH:20]3[N:16]([CH3:15])[CH:17]([CH2:18][CH2:19]3)[CH2:23]2)[CH:7]=[CH:6][CH:5]=[CH:4][CH:3]=1 |f:2.3|. Procedure details: The starting material is prepared as follows. The intimate mixture of 9.20 g of benzhydrol 7.05 g of tropine and 10 g of p-toluenesulfonic acid monohydrate is placed in a flask which is fitted with an air condensor and a vacuum take-off. The flask is evacuated and maintained in vacuo while being heated in an oil bath to 165°-170°, whereby the liberated water is removed. After 2 hours, the mixture is cooled and partitioned between 100 ml of water and diethyl ether each. The aqueous solution is se... Starting materials: C(C)OC(C(C)(C1=CC=C(C=C1)C)C)=O (2-methyl-2-p-tolyl-propionic acid ethyl ester), [H-].[Al+3].[Li+].[H-].[H-].[H-] (lithium aluminum hydride). Solvent: C1CCOC1 (THF). Run at time 0.5 hour. Yields the product CC(CO)(C)C1=CC=C(C=C1)C (2-methyl-2-p-tolyl-propan-1-ol). The yield is 99.8%. Reaction SMILES: C([O:3][C:4](=O)[C:5]([CH3:14])([C:7]1[CH:12]=[CH:11][C:10]([CH3:13])=[CH:9][CH:8]=1)[CH3:6])C.[H-].[Al+3].[Li+].[H-].[H-].[H-]>C1COCC1>[CH3:14][C:5]([C:7]1[CH:8]=[CH:9][C:10]([CH3:13])=[CH:11][CH:12]=1)([CH3:6])[CH2:4][OH:3] |f:1.2.3.4.5.6|. Reported procedure: To a solution of 2-methyl-2-p-tolyl-propionic acid ethyl ester (510 mg, 2.47 mmol) in THF (10 mL) at 0° C. was added lithium aluminum hydride (1M in Et2O, 2.6 mL, 2.6 mmol). The reaction was stirred for 0.5 h and the reaction was quenched by consecutive addition of water (0.1 mL), 15% NaOH (0.1 mL), and water (0.3 mL). The reaction was diluted with EtOAc, dried (MgSO4), filtered and concentrated to yield 2-methyl-2-p-tolyl-propan-1-ol (405 mg). 1H NMR (400 MHz, CDCl3) δ 7.27 (d, 2H), 7.15 (d, 2H... The reactants are O=C(CBr)c1cccnc1, Br, N#CCC(=O)c1ccccc1, C1CCOC1, [H-], [Na+]. Product: N#CC(CC(=O)c1cccnc1)C(=O)c1ccccc1. Reaction SMILES: [Br:15][CH2:16][C:17](=[O:18])[c:19]1[cH:20][n:21][cH:22][cH:23][cH:24]1.[BrH:14].[C:1]([c:2]1[cH:3][cH:4][cH:5][cH:6][cH:7]1)(=[O:8])[CH2:9][C:10]#[N:11].[CH2:25]1[O:26][CH2:27][CH2:28][CH2:29]1.[H-:12].[Na+:13]>>[C:1]([c:2]1[cH:3][cH:4][cH:5][cH:6][cH:7]1)(=[O:8])[CH:9]([C:10]#[N:11])[CH2:16][C:17](=[O:18])[c:19]1[cH:20][n:21][cH:22][cH:23][cH:24]1. The reactants are O1CC(NC2=C1C=CC=C2)=O (4H-benzo[1,4]oxazin-3-one), ClCCCI (1-chloro-3-iodopropane), C(=O)([O-])[O-].[Cs+].[Cs+] (Cs2CO3). Run in CC#N (MeCN). Conditions: time 40 hour. Product: ClCCCN1C(COC2=C1C=CC=C2)=O (4-(3-Chloropropyl)-4H-benzo[1,4]oxazin-3-one). Yield: 87.3%. As a reaction SMILES: [O:1]1[C:6]2[CH:7]=[CH:8][CH:9]=[CH:10][C:5]=2[NH:4][C:3](=[O:11])[CH2:2]1.[Cl:12][CH2:13][CH2:14][CH2:15]I.C([O-])([O-])=O.[Cs+].[Cs+]>CC#N>[Cl:12][CH2:13][CH2:14][CH2:15][N:4]1[C:5]2[CH:10]=[CH:9][CH:8]=[CH:7][C:6]=2[O:1][CH2:2][C:3]1=[O:11] |f:2.3.4|. Procedure details: A reaction flask was charged with 4H-benzo[1,4]oxazin-3-one (1.48 g, 10 mmol), 1-chloro-3-iodopropane (2.04 g, 10 mmol), and Cs2CO3 (4.88 g, 15 mmol) in MeCN (10 mL) and stirred at rt for 40 h. The reaction mixture was quenched with water and the product extracted into EtOAc. The combined organic phases were dried over Na2SO4, filtered, and concentrated. The product was purified by flash column chromatography (SiO2; n-heptane/EtOAc 2:1) to give the title compound (1.97 g, 88%). 1H NMR (CDCl3) δ ... The reactants are CH2C6H4Cl-4, ClC1=CC=C(C=C1)C(CN1C=NC=C1)=[N+](C)[O-] (1-(4-chlorophenyl)-2-(1H-imidazol-1-yl)-N-methylethanimine N-oxide), ClC1=CC=C(COCC=C)C=C1 (allyl 4-chlorobenzyl ether). Yields the product ClC1=CC=C(C=C1)COCC1CC(N(O1)C)(CN1C=NC=C1)C1=CC=C(C=C1)Cl (5-{[(4-Chlorophenyl)methoxy]methyl}-3-(4-chlorophenyl)-3-(1H-imidazol-1-ylmethyl)-2-methylisoxazolidine). Reaction SMILES: [Cl:1][C:2]1[CH:7]=[CH:6][C:5]([C:8](=[N+:15]([O-:17])[CH3:16])[CH2:9][N:10]2[CH:14]=[CH:13][N:12]=[CH:11]2)=[CH:4][CH:3]=1.[Cl:18][C:19]1[CH:29]=[CH:28][C:22]([CH2:23][O:24][CH2:25][CH:26]=[CH2:27])=[CH:21][CH:20]=1>>[Cl:18][C:19]1[CH:20]=[CH:21][C:22]([CH2:23][O:24][CH2:25][CH:26]2[O:17][N:15]([CH3:16])[C:8]([C:5]3[CH:6]=[CH:7][C:2]([Cl:1])=[CH:3][CH:4]=3)([CH2:9][N:10]3[CH:14]=[CH:13][N:12]=[CH:11]3)[CH2:27]2)=[CH:28][CH:29]=1. Procedure: Derivative 3 (R1 =4-Cl, R2 =CH2C6H4Cl-4 is prepared by a procedure similar to that described in Example 1 by reacting 1-(4-chlorophenyl)-2-(1H-imidazol-1-yl)-N-methylethanimine N-oxide (1: R1 =4-Cl) with allyl 4-chlorobenzyl ether (2: R2 =CH2C6H4Cl-4). The resulting cis-/trans-diastereomeric mixture of the title compound (3: R1 =4-Cl, R2 =CH2C6H4Cl-4) is flash-chromatographed on neutral silica gel using chloroform-methanol (98:2 by volume) as eluent. The reactants are [Cr](=O)(=O)([O-])Cl.[NH+]1=CC=CC=C1 (pyridinium chlorochromate), C1(CC1)C(CCO)C1=CC=C(C=C1)Cl (3-cyclopropyl-3-(4-chlorophenyl)propan-1-ol). Solvent: C(Cl)Cl (methylene chloride), C(C)OCC (diethyl ether), C(Cl)Cl (methylene chloride). Yields the product C1(CC1)C(CC=O)C1=CC=C(C=C1)Cl (3-cyclopropyl-3-(4-chlorophenyl)propionaldehyde). Isolated yield 24.0%. As a reaction SMILES: [Cr](Cl)([O-])(=O)=O.[NH+]1C=CC=CC=1.[CH:12]1([CH:15]([C:19]2[CH:24]=[CH:23][C:22]([Cl:25])=[CH:21][CH:20]=2)[CH2:16][CH2:17][OH:18])[CH2:14][CH2:13]1>C(Cl)Cl.C(OCC)C>[CH:12]1([CH:15]([C:19]2[CH:24]=[CH:23][C:22]([Cl:25])=[CH:21][CH:20]=2)[CH2:16][CH:17]=[O:18])[CH2:14][CH2:13]1 |f:0.1|. Reported procedure: A mixture of 6.5 grams (0.03 mole) of pyridinium chlorochromate in 25 ml of methylene chloride was stirred, and a solution of 2.1 grams (0.03 mole) of 3-cyclopropyl-3-(4-chlorophenyl)propan-1-ol in 5 ml of methylene chloride was quickly added. Upon completion of addition, the reaction mixture was stirred at ambient temperature for one hour. The reaction mixture was then diluted with 100 ml of diethyl ether, and this mixture was filtered through a pad of activated magnesium silicate. The filtrate... The reactants are [OH-].[K+] (potassium hydroxide), C(C)O (ethanol), OCCNC1=C(C=C2C(=C1)OCO2)[N+](=O)[O-] (2-(β-hydroxyethyl)amino-4,5-methylenedioxy-1-nitrobenzene). Conditions: time 10 minute. Yields the product C(C)OC1=C(C=C(C(=C1)NCCO)[N+](=O)[O-])O (2-ethoxy-4-(β-hydroxyethyl)amino-5-nitrophenol). Reaction SMILES: [OH-].[K+].[OH:3][CH2:4][CH2:5][NH:6][C:7]1[CH:12]=[C:11]2[O:13][CH2:14][O:15][C:10]2=[CH:9][C:8]=1[N+:16]([O-:18])=[O:17].[CH2:19](O)C>>[CH2:14]([O:13][C:11]1[CH:12]=[C:7]([NH:6][CH2:5][CH2:4][OH:3])[C:8]([N+:16]([O-:18])=[O:17])=[CH:9][C:10]=1[OH:15])[CH3:19] |f:0.1|. Procedure: 0.16 mol (10.5 g) of 85% pure potassium hydroxide pellets are dissolved in 80 ml of absolute ethanol on a boiling water bath. 0.08 mol (18.1 g) of 2-(β-hydroxyethyl)amino-4,5-methylenedioxy-1-nitrobenzene is added with stirring in the course of 10 minutes.